This data is from the Open Reaction Database (ORD), a public repository of structured organic reaction records. The task is: describe an organic reaction: reactants, conditions, products, and yield Reactants: CCCCOc1c(CN(C(=O)[O-])C(C)(C)C)n(CC(C)C)c(=O)c2ccc(-c3nc(C#N)cs3)cc12, CCOC(C)=O, Cl. Yields the product Cl, CCCCOc1c(CN)n(CC(C)C)c(=O)c2ccc(-c3nc(C#N)cs3)cc12. Reaction SMILES: [C:1]([N:5]([C:2](=[O:3])[O-:4])[CH2:9][c:10]1[n:11]([CH2:33][CH:34]([CH3:35])[CH3:36])[c:12](=[O:32])[c:13]2[cH:14][cH:15][c:16](-[c:25]3[s:26][cH:27][c:28]([C:30]#[N:31])[n:29]3)[cH:17][c:18]2[c:19]1[O:20][CH2:21][CH2:22][CH2:23][CH3:24])([CH3:6])([CH3:7])[CH3:8].[CH3:38][CH2:39][O:40][C:41](=[O:42])[CH3:43].[ClH:37]>>[ClH:37].[NH2:5][CH2:9][c:10]1[n:11]([CH2:33][CH:34]([CH3:35])[CH3:36])[c:12](=[O:32])[c:13]2[cH:14][cH:15][c:16](-[c:25]3[s:26][cH:27][c:28]([C:30]#[N:31])[n:29]3)[cH:17][c:18]2[c:19]1[O:20][CH2:21][CH2:22][CH2:23][CH3:24].